Dataset: the Open Reaction Database (ORD), a public repository of structured organic reaction records. Task: describe an organic reaction: reactants, conditions, products, and yield Reactants: ClC1=CC=C(C=C1)C1(NS(N=C1C1=CC=C(C=C1)Cl)(=O)=O)C (3,4-bis-(4-chloro-phenyl)-3-methyl-2,3-dihydro-[1,2,5]thiadiazole 1,1-dioxide), [BH4-].[Na+] (sodium borohydride). Run in C(C)O (ethanol). Run at temperature 0 celsius, time 45 minute. Yields the product ClC1=CC=C(C=C1)C1(NS(NC1C1=CC=C(C=C1)Cl)(=O)=O)C (rac-(3R*,4S*)-3,4-bis(4-chlorophenyl)-3-methyl-1,2,5-thiadiazolidine-1,1-dioxide). Yield: 79.7%. RXN SMILES: [Cl:1][C:2]1[CH:7]=[CH:6][C:5]([C:8]2([CH3:22])[C:12]([C:13]3[CH:18]=[CH:17][C:16]([Cl:19])=[CH:15][CH:14]=3)=[N:11][S:10](=[O:21])(=[O:20])[NH:9]2)=[CH:4][CH:3]=1.[BH4-].[Na+]>C(O)C>[Cl:1][C:2]1[CH:3]=[CH:4][C:5]([C:8]2([CH3:22])[CH:12]([C:13]3[CH:18]=[CH:17][C:16]([Cl:19])=[CH:15][CH:14]=3)[NH:11][S:10](=[O:21])(=[O:20])[NH:9]2)=[CH:6][CH:7]=1 |f:1.2|. Procedure details: To a solution of 3,4-bis-(4-chloro-phenyl)-3-methyl-2,3-dihydro-[1,2,5]thiadiazole 1,1-dioxide (5.38 g, 15.1 mmol) in 91 mL of in ethanol cooled to 0° C. was added sodium borohydride (0.30 g, 61 mmol) portionwise over 7 min. After stirring at 0° C. for another 45 min, the mixture was allowed to warm to room temperature and stirred for 3.5 h. The reaction was then cooled to 0° C. and quenched by dropwise addition of 1 M hydrochloric acid (38 mL). The reaction mixture was taken up in 500 mL of eth... Reactants: Cl (hydrochloric acid), C(C)(C)(C)OC(CN1N=CC(=C1)C1=CC(=CC=2C(C3=CC=CC=C3C12)(C(F)(F)F)O)F)=O (t-butyl[4-(2-fluoro-9-hydroxy-9-trifluoromethyl-9H-fluoren-4-yl)-pyrazol-1-yl]-acetate), C(=O)OCC (ethyl formate), [H-].[Na+] (sodium hydride). Solvent: O (water), C(C)(=O)OCC (Ethyl acetate), O1CCCC1 (tetrahydrofuran). Run at temperature 0 celsius. Product: FC1=CC=2C(C3=CC=CC=C3C2C(=C1)C=1C=NN(C1)C(C(=O)OCC)C=O)(C(F)(F)F)O (ethyl 2-[4-(2-fluoro-9-hydroxy-9-trifluoromethyl-9H-fluoren-4-yl)-pyrazol-1-yl]-3-oxo-propionate). Reaction SMILES: [C:1]([O:5][C:6](=[O:32])[CH2:7][N:8]1[CH:12]=[C:11]([C:13]2[C:25]3[C:24]4[C:19](=[CH:20][CH:21]=[CH:22][CH:23]=4)[C:18]([OH:30])([C:26]([F:29])([F:28])[F:27])[C:17]=3[CH:16]=[C:15]([F:31])[CH:14]=2)[CH:10]=[N:9]1)(C)(C)[CH3:2].[CH:33](OCC)=[O:34].[H-].[Na+].Cl>O.C(OCC)(=O)C.O1CCCC1>[F:31][C:15]1[CH:14]=[C:13]([C:11]2[CH:10]=[N:9][N:8]([CH:7]([CH:33]=[O:34])[C:6]([O:5][CH2:1][CH3:2])=[O:32])[CH:12]=2)[C:25]2[C:24]3[C:19](=[CH:20][CH:21]=[CH:22][CH:23]=3)[C:18]([OH:30])([C:26]([F:29])([F:28])[F:27])[C:17]=2[CH:16]=1 |f:2.3|. Procedure details: To a mixture of tetrahydrofuran (80 ml) and an optically active form (10.1 g) of t-butyl[4-(2-fluoro-9-hydroxy-9-trifluoromethyl-9H-fluoren-4-yl)-pyrazol-1-yl]-acetate was added ethyl formate (4.13 ml), and the mixture was stirred at 0° C. To this mixture was added sodium hydride (60 w/w % mineral oil dispersion, 2.57 g). The reaction mixture was warmed to room temperature and stirred for 3 hr. The reaction mixture was ice-cooled, 1N hydrochloric acid was added and the mixture was stirred. Ethyl... The reactants are CCOC(=O)CC(NC(=O)C(COCc1ccccc1)NC(=O)OCCNc1cccc(C)n1)c1cc(Cl)cc(Cl)c1, CCO, CC(=O)O, [Na+], [OH-]. The product is Cc1cccc(NCCOC(=O)NC(COCc2ccccc2)C(=O)NC(CC(=O)O)c2cc(Cl)cc(Cl)c2)n1. RXN SMILES: [CH2:1]([c:2]1[cH:3][cH:4][cH:5][cH:6][cH:7]1)[O:8][CH2:9][CH:10]([C:11](=[O:12])[NH:13][CH:14]([CH2:15][C:16](=[O:17])[O:18][CH2:19][CH3:20])[c:21]1[cH:22][c:23]([Cl:28])[cH:24][c:25]([Cl:27])[cH:26]1)[NH:29][C:30](=[O:31])[O:32][CH2:33][CH2:34][NH:35][c:36]1[n:37][c:38]([CH3:42])[cH:39][cH:40][cH:41]1.[CH3:43][CH2:44][OH:45].[CH3:48][C:49](=[O:50])[OH:51].[Na+:47].[OH-:46]>>[CH2:1]([c:2]1[cH:3][cH:4][cH:5][cH:6][cH:7]1)[O:8][CH2:9][CH:10]([C:11](=[O:12])[NH:13][CH:14]([CH2:15][C:16](=[O:17])[OH:18])[c:21]1[cH:22][c:23]([Cl:28])[cH:24][c:25]([Cl:27])[cH:26]1)[NH:29][C:30](=[O:31])[O:32][CH2:33][CH2:34][NH:35][c:36]1[n:37][c:38]([CH3:42])[cH:39][cH:40][cH:41]1. The reactants are OC1N(C(C2=CC=CC=C12)=O)CC=1SC=CC1 (3-Hydroxy-2-thiophen-2-ylmethyl-2,3-dihydro-isoindol-1-one), C(CS)(=O)O (thioglycolic acid). Solvent: C(C)(=O)O (acetic acid). Yields the product O=C1N(C(C2=CC=CC=C12)SCC(=O)O)CC=1SC=CC1 ((3-Oxo-2-thiophen-2-ylmethyl-2,3-dihydro-1H-isoindol-1-ylsulfanyl)-acetic acid). The yield is 83.2%. RXN SMILES: O[CH:2]1[C:10]2[C:5](=[CH:6][CH:7]=[CH:8][CH:9]=2)[C:4](=[O:11])[N:3]1[CH2:12][C:13]1[S:14][CH:15]=[CH:16][CH:17]=1.[C:18]([OH:22])(=[O:21])[CH2:19][SH:20]>C(O)(=O)C>[O:11]=[C:4]1[C:5]2[C:10](=[CH:9][CH:8]=[CH:7][CH:6]=2)[CH:2]([S:20][CH2:19][C:18]([OH:22])=[O:21])[N:3]1[CH2:12][C:13]1[S:14][CH:15]=[CH:16][CH:17]=1. Procedure details: To a solution of compound 12 (5.45 gm, 22.2 mmol) in acetic acid (50 mL) at room temperature was added thioglycolic acid (1.85 mL, 26.7 mmol) and the resulting reaction mixture was allowed to stir at reflux for 18 hours. The reaction mixture was concentrated in vacuo and triturated with ethyl ether to provide 5.9 gm of 15 as a white solid (7.08 gm theoretical, 83% yield). Starting materials: C1(CC1)N1CCN(CC1)C1=CC=C(C(=O)OCC)C=C1 (ethyl 4-(4-cyclopropylpiperazin-1-yl)benzoate), C1(=CC=CC=C1)C (toluene), Cl.COC=1C=C(C=C(C1)OC)COC=1C=C(NN1)N (5-[(3,5-dimethoxyphenyl)methoxy]-2H-pyrazol-3-amine hydrochloride), C[Al](C)C (trimethylaluminium). Yields the product C1(CC1)N1CCN(CC1)C1=CC=C(C(=O)NC=2NN=C(C2)OCC2=CC(=CC(=C2)OC)OC)C=C1 (4-(4-cyclopropylpiperazin-1-yl)-N-[5-[(3,5-dimethoxyphenyl)methoxy]-2H-pyrazol-3-yl]benzamide). Isolated yield 3.8%. As a reaction SMILES: [CH:1]1([N:4]2[CH2:9][CH2:8][N:7]([C:10]3[CH:20]=[CH:19][C:13]([C:14]([O:16]CC)=O)=[CH:12][CH:11]=3)[CH2:6][CH2:5]2)[CH2:3][CH2:2]1.Cl.[CH3:22][O:23][C:24]1[CH:25]=[C:26]([CH2:32][O:33][C:34]2[CH:35]=[C:36]([NH2:39])[NH:37][N:38]=2)[CH:27]=[C:28]([O:30][CH3:31])[CH:29]=1.C[Al](C)C.C1(C)C=CC=CC=1>>[CH:1]1([N:4]2[CH2:5][CH2:6][N:7]([C:10]3[CH:11]=[CH:12][C:13]([C:14]([NH:39][C:36]4[NH:37][N:38]=[C:34]([O:33][CH2:32][C:26]5[CH:27]=[C:28]([O:30][CH3:31])[CH:29]=[C:24]([O:23][CH3:22])[CH:25]=5)[CH:35]=4)=[O:16])=[CH:19][CH:20]=3)[CH2:8][CH2:9]2)[CH2:2][CH2:3]1 |f:1.2|. Reported procedure: 4-(4-Cyclopropylpiperazin-1-yl)-N-[5-[(3,5-dimethoxyphenyl)methoxy]-2H-pyrazol-3-yl]benzamide was prepared following the procedure as outlined for Example 100, starting from ethyl 4-(4-cyclopropylpiperazin-1-yl)benzoate (0.329 g, 1.2 mmol), 5-[(3,5-dimethoxyphenyl)methoxy]-2H-pyrazol-3-amine hydrochloride (0.343 g, 1.20 mmol) and 2M trimethylaluminium in toluene (1.500 mL, 3.00 mmol). The crude product was purified by preparative HPLC, using decreasingly polar mixtures of water (containing 1% NH... Reactants: CC=1C=C2C(C(=O)OC2=O)=CC1C (4,5-dimethylphthalic anhydride), FC1=CC=C(N)C=C1 (4-fluoroaniline), O (water). Solvent: CN(C=O)C (dimethylformamide). Product: CC=1C=C2C(N(C(C2=CC1C)=O)C1=CC=C(C=C1)F)=O (5,6-dimethyl-2-(4-fluorophenyl)isoindolin-1,3-dione). Isolated yield 77.4%. Reaction SMILES: [CH3:1][C:2]1[CH:3]=[C:4]2[C:9](=[O:10])[O:8][C:6](=O)[C:5]2=[CH:11][C:12]=1[CH3:13].[F:14][C:15]1[CH:21]=[CH:20][C:18]([NH2:19])=[CH:17][CH:16]=1.O>CN(C)C=O>[CH3:13][C:12]1[CH:11]=[C:5]2[C:4](=[CH:3][C:2]=1[CH3:1])[C:9](=[O:10])[N:19]([C:18]1[CH:20]=[CH:21][C:15]([F:14])=[CH:16][CH:17]=1)[C:6]2=[O:8]. Procedure: 4,5-dimethylphthalic anhydride (1.7 g, 9.6 mmol) and 4-fluoroaniline (1.1 g, 9.6 mmol) were stirred with heating in dimethylformamide at 150° C. for 1 hr. After cooling, water was added to the reaction mixture, and the precipitated crystals were collected by filtration, washed with water, and dried. The resulting crystals were purified by silica gel chromatography (chloroform) to give 2.0 g of 5,6-dimethyl-2-(4-fluorophenyl)isoindolin-1,3-dione. The product is Cc1ccccc1C(CCC(=O)O)Oc1cc(OCc2ccsc2)ccc1C=NOCc1ccccc1, O. The reactants are NOCc1ccccc1, CCO, Cc1ccccc1C(CCC(=O)O)Oc1cc(OCc2ccsc2)ccc1C=O, Cl, c1ccncc1. RXN SMILES: [CH2:31]([c:32]1[cH:33][cH:34][cH:35][cH:36][cH:37]1)[O:38][NH2:39].[CH3:46][CH2:47][OH:48].[CH:1](=[O:2])[c:3]1[c:4]([O:5][CH:6]([CH2:7][CH2:8][C:9](=[O:10])[OH:11])[c:12]2[c:13]([CH3:18])[cH:14][cH:15][cH:16][cH:17]2)[cH:19][c:20]([O:23][CH2:24][c:25]2[cH:26][s:27][cH:28][cH:29]2)[cH:21][cH:22]1.[ClH:30].[cH:40]1[cH:41][cH:42][n:43][cH:44][cH:45]1>>[CH:1]([c:3]1[c:4]([O:5][CH:6]([CH2:7][CH2:8][C:9](=[O:10])[OH:11])[c:12]2[c:13]([CH3:18])[cH:14][cH:15][cH:16][cH:17]2)[cH:19][c:20]([O:23][CH2:24][c:25]2[cH:26][s:27][cH:28][cH:29]2)[cH:21][cH:22]1)=[N:39][O:38][CH2:31][c:32]1[cH:33][cH:34][cH:35][cH:36][cH:37]1.[OH2:2]. Starting materials: NC(C(=O)NC(C(=O)OC(C1=CC=CC=C1)C1=CC=CC=C1)C1=CC=CC=C1)=O (α-[(2-Amino-1,2-dioxoethyl)amino]phenylacetic acid, diphenylmethyl ester), solution, Cl (hydrochloric acid). The solvent is C(C)(=O)O (acetic acid). Conditions: time 15 minute. Yields the product NC(C(=O)NC(C(=O)O)C1=CC=CC=C1)=O (α-[(2-amino-1,2-dioxoethyl)amino]phenylacetic acid). Reaction SMILES: [NH2:1][C:2](=[O:29])[C:3]([NH:5][CH:6]([C:23]1[CH:28]=[CH:27][CH:26]=[CH:25][CH:24]=1)[C:7]([O:9]C(C1C=CC=CC=1)C1C=CC=CC=1)=[O:8])=[O:4].Cl>C(O)(=O)C>[NH2:1][C:2](=[O:29])[C:3]([NH:5][CH:6]([C:23]1[CH:28]=[CH:27][CH:26]=[CH:25][CH:24]=1)[C:7]([OH:9])=[O:8])=[O:4]. Procedure details: 13 g. of the product of Example 12 are added to 250 ml. of a 6N solution of hydrochloric acid in glacial acetic acid. After stirring for 15 minutes everything dissolves. The reaction solution is evaporated at room temperature and the white crystalline residue is triturated with ether, filtered under suction and recrystallized from water to obtain DL-α-[(2-amino-1,2-dioxoethyl)amino]phenylacetic acid as white crystals, m.p. 193°. Reactants: N1N=CN=C1 (1,2,4-triazole), ClC=1N=C(C2=C(N1)SC(=C2C)C)NCC2=CC1=C(C=C2)OCCO1 (2-chloro-5,6-dimethyl-4-(3,4-ethylendioxybenzylamino)-thieno-[2,3-d]-pyrimidine). Product: N1(N=CN=C1)C=1N=C(C2=C(N1)SC(=C2C)C)NCC2=CC1=C(C=C2)OCCO1 (2-(1,2,4-triazol-1-yl)-5,6-dimethyl-4-(3,4-ethylendioxybenzylamino)-thieno-[2,3-d]-pyrimidine). As a reaction SMILES: [NH:1]1[CH:5]=[N:4][CH:3]=[N:2]1.Cl[C:7]1[N:8]=[C:9]([NH:18][CH2:19][C:20]2[CH:25]=[CH:24][C:23]3[O:26][CH2:27][CH2:28][O:29][C:22]=3[CH:21]=2)[C:10]2[C:15]([CH3:16])=[C:14]([CH3:17])[S:13][C:11]=2[N:12]=1>>[N:1]1([C:7]2[N:8]=[C:9]([NH:18][CH2:19][C:20]3[CH:25]=[CH:24][C:23]4[O:26][CH2:27][CH2:28][O:29][C:22]=4[CH:21]=3)[C:10]3[C:15]([CH3:16])=[C:14]([CH3:17])[S:13][C:11]=3[N:12]=2)[CH:5]=[N:4][CH:3]=[N:2]1. Procedure details: Following the procedure of Example 97, the reaction of 1,2,4-triazole with 2-chloro-5,6-dimethyl-4-(3,4-ethylendioxybenzylamino)-thieno-[2,3-d]-pyrimidine gives 2-(1,2,4-triazol-1-yl)-5,6-dimethyl-4-(3,4-ethylendioxybenzylamino)-thieno-[2,3-d]-pyrimidine.